Task: describe an organic reaction: reactants, conditions, products, and yield. Dataset: the Open Reaction Database (ORD), a public repository of structured organic reaction records The reactants are BrCCCl (1-bromo-2-chloroethane), CC1=NC2=CC=CC=C2C(=C1)NC=1C=C(C=CC1)O (3-(2-Methylquinolin-4-ylamino)phenol), C([O-])([O-])=O.[K+].[K+] (potassium carbonate). Solvent: CC(=O)C (acetone). Conditions: temperature 70 celsius. Yields the product ClCCOC=1C=C(C=CC1)NC1=CC(=NC2=CC=CC=C12)C ([3-(2-Chloroethoxy)phenyl]-(2-methylquinolin-4-yl)amine). Yield: 44.5%. RXN SMILES: [CH3:1][C:2]1[CH:11]=[C:10]([NH:12][C:13]2[CH:14]=[C:15]([OH:19])[CH:16]=[CH:17][CH:18]=2)[C:9]2[C:4](=[CH:5][CH:6]=[CH:7][CH:8]=2)[N:3]=1.Br[CH2:21][CH2:22][Cl:23].C(=O)([O-])[O-].[K+].[K+]>CC(C)=O>[Cl:23][CH2:22][CH2:21][O:19][C:15]1[CH:14]=[C:13]([NH:12][C:10]2[C:9]3[C:4](=[CH:5][CH:6]=[CH:7][CH:8]=3)[N:3]=[C:2]([CH3:1])[CH:11]=2)[CH:18]=[CH:17][CH:16]=1 |f:2.3.4|. Reported procedure: To a heterogeneous mixture of 20 (2.16 g, 6.90 mmol) in acetone (22 mL) were sequentially added 1-bromo-2-chloroethane (7.2 mL, 86.50 mmol) and potassium carbonate (3.00 g, 21.71 mmol). The reaction was stirred and heated at 70° C. for 17 hours before it was allowed to cool to room temperature and was filtered. The solids were rinsed with a 3:1 mixture of dichloromethane/methanol (25 mL×3), and the filtrate was isolated and evaporated to give the crude product. Column chromatography on silica (d... The reactants are CN1CCN(CC1)CC1=CC=C(C=C1)[N+](=O)[O-] (1-methyl-4-(4-nitrobenzyl)piperazine). The reagents and catalysts are [Ni] (Raney nickel). Solvent: CO (methanol). Run at time 2 hour. Yields the product CN1CCN(CC1)CC1=CC=C(N)C=C1 (4-[(4-methylpiperazin-1-yl)methyl]aniline). Isolated yield 91.7%. Reaction SMILES: [CH3:1][N:2]1[CH2:7][CH2:6][N:5]([CH2:8][C:9]2[CH:14]=[CH:13][C:12]([N+:15]([O-])=O)=[CH:11][CH:10]=2)[CH2:4][CH2:3]1>CO.[Ni]>[CH3:1][N:2]1[CH2:7][CH2:6][N:5]([CH2:8][C:9]2[CH:14]=[CH:13][C:12]([NH2:15])=[CH:11][CH:10]=2)[CH2:4][CH2:3]1. Procedure: To a solution of 1-methyl-4-(4-nitrobenzyl)piperazine (4.0 g) in methanol (100 mL) at room temperature under nitrogen atmosphere was added Raney nickel (1.6 gm). The reaction mixture was stirred for 2 hr under hydrogen atmosphere. The progress of the reaction was monitored by TLC and upon completion of the reaction, the mixture was filtered under nitrogen atmosphere and the solvent was removed under reduced pressure to give 4-[(4-methylpiperazin-1-yl)methyl]aniline (3.2 g). 1H NMR (CDCl3, 200 MH... Reactants: C(O)([O-])=O.[Na+] (sodium hydrogencarbonate), [Si](C)(C)(C(C)(C)C)OCC1(CC=2N(CCS1)C(=NN2)C2(CC2)C2=CC=C(C=C2)Cl)C (8-({[Tert-butyl(dimethyl)silyl]oxy}methyl)-3-[1-(4-chlorophenyl)cyclopropyl]-8-methyl-5,6,8,9-tetrahydro[1,2,4]triazolo[4,3-d][1,4]thiazepine), CC=1C=C(C=CC1)B(O)O (3-methylphenylboronic acid), P(=O)([O-])([O-])[O-].[K+].[K+].[K+] (tripotassium phosphate). The reagents and catalysts are C=1C=CC(=CC1)/C=C/C(=O)/C=C/C2=CC=CC=C2.C=1C=CC(=CC1)/C=C/C(=O)/C=C/C2=CC=CC=C2.C=1C=CC(=CC1)/C=C/C(=O)/C=C/C2=CC=CC=C2.[Pd].[Pd] (tris(dibenzylideneacetone)dipalladium(0)), C1(CCCCC1)P(C1CCCCC1)C1CCCCC1 (tricyclohexylphosphine). The solvent is O1CCOCC1 (dioxane), O (water). Yields the product CC1(CC=2N(CCS1)C(=NN2)C2(CC2)C2=CC=C(C=C2)C2=CC(=CC=C2)C)CO ({8-Methyl-3-[1-(3′-methylbiphenyl-4-yl)cyclopropyl]-5,6,8,9-tetrahydro[1,2,4]triazolo[4,3-d][1,4]thiazepin-8-yl}methanol). Yield: 296.9%. RXN SMILES: [Si]([O:8][CH2:9][C:10]1([CH3:30])[S:16][CH2:15][CH2:14][N:13]2[C:17]([C:20]3([C:23]4[CH:28]=[CH:27][C:26](Cl)=[CH:25][CH:24]=4)[CH2:22][CH2:21]3)=[N:18][N:19]=[C:12]2[CH2:11]1)(C(C)(C)C)(C)C.[CH3:31][C:32]1[CH:33]=[C:34](B(O)O)[CH:35]=[CH:36][CH:37]=1.P([O-])([O-])([O-])=O.[K+].[K+].[K+].C(=O)([O-])O.[Na+]>O1CCOCC1.O.C1C=CC(/C=C/C(/C=C/C2C=CC=CC=2)=O)=CC=1.C1C=CC(/C=C/C(/C=C/C2C=CC=CC=2)=O)=CC=1.C1C=CC(/C=C/C(/C=C/C2C=CC=CC=2)=O)=CC=1.[Pd].[Pd].C1(P(C2CCCCC2)C2CCCCC2)CCCCC1>[CH3:30][C:10]1([CH2:9][OH:8])[S:16][CH2:15][CH2:14][N:13]2[C:17]([C:20]3([C:23]4[CH:28]=[CH:27][C:26]([C:36]5[CH:35]=[CH:34][CH:33]=[C:32]([CH3:31])[CH:37]=5)=[CH:25][CH:24]=4)[CH2:22][CH2:21]3)=[N:18][N:19]=[C:12]2[CH2:11]1 |f:2.3.4.5,6.7,10.11.12.13.14|. Procedure: A solution of the compound (232 mg, 0.5 mmol) obtained in Example 1-2), 3-methylphenylboronic acid (105 mg, 0.77 mmol), tris(dibenzylideneacetone)dipalladium(0) (23 mg, 0.05 mmol), tricyclohexylphosphine (17 mg, 0.12 mmol), and tripotassium phosphate (186 mg, 0.85 mmol) in dioxane (2 mL) and water (1 mL) was stirred at 140° C. for 2 h under microwave irradiation. The reaction mixture was cooled to room temperature, saturated aqueous sodium hydrogencarbonate was added to the reaction mixture, the... Starting materials: CC(C)S(=O)(=O)Cl (Propane-2-sulfonyl chloride), NC1=CC=C(C=C1)C=1C(=NC2=CC=C(C=C2N1)C(=O)OC)C1=CC=CC=C1 (methyl 3-(4-aminophenyl)-2-phenylquinoxaline-6-carboxylate), CCN(C(C)C)C(C)C (DIEA). Isolated yield 87.7%. Procedure: Propane-2-sulfonyl chloride (300 mg, 2.10 mmol, 5.00 equiv) was added to a solution of methyl 3-(4-aminophenyl)-2-phenylquinoxaline-6-carboxylate (150 mg, 0.42 mmol, 1.00 equiv) and DIEA (545 mg, 4.22 mmol, 10.00 equiv) in dichloromethane (30 mL) at 0° C., and the resulting solution was stirred overnight at room temperature. The reaction mixture was concentrated under vacuum and purified via silica gel column (ethyl acetate/petroleum ether (1:10)), affording 170 mg (87%) of methyl 2-phenyl-3-(4-... Run at time 8 hour. Product: C1(=CC=CC=C1)C1=NC2=CC=C(C=C2N=C1C1=CC=C(C=C1)NS(=O)(=O)C(C)C)C(=O)OC (methyl 2-phenyl-3-(4-(propan-2-ylsulfonamido)phenyl)quinoxaline-6-carboxylate). Run in ClCCl (dichloromethane). As a reaction SMILES: [CH3:1][CH:2]([S:4](Cl)(=[O:6])=[O:5])[CH3:3].[NH2:8][C:9]1[CH:14]=[CH:13][C:12]([C:15]2[C:16]([C:29]3[CH:34]=[CH:33][CH:32]=[CH:31][CH:30]=3)=[N:17][C:18]3[C:23]([N:24]=2)=[CH:22][C:21]([C:25]([O:27][CH3:28])=[O:26])=[CH:20][CH:19]=3)=[CH:11][CH:10]=1.CCN(C(C)C)C(C)C>ClCCl>[C:29]1([C:16]2[C:15]([C:12]3[CH:13]=[CH:14][C:9]([NH:8][S:4]([CH:2]([CH3:3])[CH3:1])(=[O:6])=[O:5])=[CH:10][CH:11]=3)=[N:24][C:23]3[C:18](=[CH:19][CH:20]=[C:21]([C:25]([O:27][CH3:28])=[O:26])[CH:22]=3)[N:17]=2)[CH:30]=[CH:31][CH:32]=[CH:33][CH:34]=1. Starting materials: step-iii, FC=1C=C(CN2N=CC(=C2)C2=CN(C3=NC=C(C=C32)C=3C=C(C(=NC3)OC)NS(=O)(=O)C)S(=O)(=O)C3=CC=C(C)C=C3)C=CC1 (N-(5-(3-(1-(3-fluorobenzyl)-1H-pyrazol-4-yl)-1-tosyl-1H-pyrrolo[2,3-b]pyridin-5-yl)-2-methoxypyridin-3-yl) methanesulfonamide), [OH-].[Li+] (lithium hydroxide). Reaction SMILES: [F:1][C:2]1[CH:3]=[C:4]([CH:43]=[CH:44][CH:45]=1)[CH2:5][N:6]1[CH:10]=[C:9]([C:11]2[C:19]3[C:14](=[N:15][CH:16]=[C:17]([C:20]4[CH:21]=[C:22]([NH:28][S:29]([CH3:32])(=[O:31])=[O:30])[C:23]([O:26][CH3:27])=[N:24][CH:25]=4)[CH:18]=3)[N:13](S(C3C=CC(C)=CC=3)(=O)=O)[CH:12]=2)[CH:8]=[N:7]1.[OH-].[Li+]>C1COCC1.CO.O>[F:1][C:2]1[CH:3]=[C:4]([CH:43]=[CH:44][CH:45]=1)[CH2:5][N:6]1[CH:10]=[C:9]([C:11]2[C:19]3[C:14](=[N:15][CH:16]=[C:17]([C:20]4[CH:21]=[C:22]([NH:28][S:29]([CH3:32])(=[O:30])=[O:31])[C:23]([O:26][CH3:27])=[N:24][CH:25]=4)[CH:18]=3)[NH:13][CH:12]=2)[CH:8]=[N:7]1 |f:1.2,3.4.5|. The yield is 31.8%. The solvent is C1CCOC1.CO.O (THF methanol water). The product is FC=1C=C(CN2N=CC(=C2)C2=CNC3=NC=C(C=C32)C=3C=C(C(=NC3)OC)NS(=O)(=O)C)C=CC1 (N-(5-(3-(1-(3-fluorobenzyl)-1H-pyrazol-4-yl)-1H-pyrrolo[2,3-b]pyridin-5-yl)-2-methoxypyridin-3-yl)methanesulfonamide). Reported procedure: Using similar reaction conditions as described in step-iii of example-1, N-(5-(3-(1-(3-fluorobenzyl)-1H-pyrazol-4-yl)-1-tosyl-1H-pyrrolo[2,3-b]pyridin-5-yl)-2-methoxypyridin-3-yl) methanesulfonamide (70 mg, 0.108 mmol) was hydrolyzed with lithium hydroxide (14 mg, 0.324 mmol) in THF/methanol/water (3.5/3.5/0.5 mL) to yield 17 mg (31.8% yield) after purification by preparative TLC (Silicagel-1000 micron) using 5% methanol in chloroform as eluent. 1H NMR (CD3OD, 300 MHz): δ 8.42 (s, 1H), 8.34-8.33...